describe an organic reaction: reactants, conditions, products, and yield From a dataset of the Open Reaction Database (ORD), a public repository of structured organic reaction records. Reactants: 2h, C1(CCCCC1)C=1C=2C=CC(=CC2N2C1C1=C(CC(C2)C(=O)OC)C=CC=C1)C(=O)OC (Dimethyl 13-cyclohexyl-6,7-dihydro-5H-indolo[2,1-a][2]benzazepine-6,10-dicarboxylate), [Li+].[BH4-] (LiBH4), O (water), Cl (hydrochloric acid). The solvent is C1CCOC1 (THF). Reaction conditions: temperature 0 celsius. Product: C1(CCCCC1)C=1C=2C=CC(=CC2N2C1C1=C(CC(C2)CO)C=CC=C1)C(=O)OC (Methyl 13-cyclohexyl-6-(hydroxymethyl)-6,7-dihydro-5H-indolo[2,1-a][2]benzazepine-10-carboxylate). The yield is 85.0%. RXN SMILES: [CH:1]1([C:7]2[C:8]3[CH:9]=[CH:10][C:11]([C:29]([O:31][CH3:32])=[O:30])=[CH:12][C:13]=3[N:14]3[CH2:20][CH:19]([C:21](OC)=[O:22])[CH2:18][C:17]4[CH:25]=[CH:26][CH:27]=[CH:28][C:16]=4[C:15]=23)[CH2:6][CH2:5][CH2:4][CH2:3][CH2:2]1.[Li+].[BH4-].O.Cl>C1COCC1>[CH:1]1([C:7]2[C:8]3[CH:9]=[CH:10][C:11]([C:29]([O:31][CH3:32])=[O:30])=[CH:12][C:13]=3[N:14]3[CH2:20][CH:19]([CH2:21][OH:22])[CH2:18][C:17]4[CH:25]=[CH:26][CH:27]=[CH:28][C:16]=4[C:15]=23)[CH2:2][CH2:3][CH2:4][CH2:5][CH2:6]1 |f:1.2|. Reported procedure: Dimethyl 13-cyclohexyl-6,7-dihydro-5H-indolo[2,1-a][2]benzazepine-6,10-dicarboxylate (prepared according to International patent application publication WO 2006/020082) was dissolved in anhydrous THF (0.02 M) and after cooling at 0° C. BH3THF complex (1.5 eq.) was added followed by LiBH4 (1 eq.) and water (4 eq.). The mixture was left stirring at RT for 2h, then 1N hydrochloric acid was slowly added. The crude was extracted twice with EtOAc, dried over Na2SO4, filtered, and all volatiles were re... The reactants are COC(=O)c1ccc(-n2c(C)cc(O)c(Br)c2=O)c(C)c1, Cc1cc(O)cc(=O)o1, Cc1ccccc1, Clc1ccccc1Cl. Product: COC(=O)c1ccc(-n2c(C)cc(O)cc2=O)c(C)c1. As a reaction SMILES: [Br:10][c:11]1[c:12](=[O:30])[n:13](-[c:19]2[c:20]([CH3:29])[cH:21][c:22]([C:23](=[O:24])[O:25][CH3:26])[cH:27][cH:28]2)[c:14]([CH3:18])[cH:15][c:16]1[OH:17].[CH3:1][c:2]1[o:3][c:4](=[O:5])[cH:6][c:7]([OH:8])[cH:9]1.[CH3:39][c:40]1[cH:41][cH:42][cH:43][cH:44][cH:45]1.[Cl:31][c:32]1[c:33]([Cl:34])[cH:35][cH:36][cH:37][cH:38]1>>[cH:11]1[c:12](=[O:30])[n:13](-[c:19]2[c:20]([CH3:29])[cH:21][c:22]([C:23](=[O:24])[O:25][CH3:26])[cH:27][cH:28]2)[c:14]([CH3:18])[cH:15][c:16]1[OH:17]. The reactants are CCCN1CCC(c2ccc(N)c(OC)c2)CC1, C[O-], CC(C)O, COc1ccc(-c2nc3ccccn3c2-c2ccnc(Cl)n2)cc1C(=O)Nc1c(F)cccc1F, ClCCl, [Na+], Cc1ccc(S(=O)(=O)O)cc1. Yields the product CCCN1CCC(c2ccc(Nc3nccc(-c4c(-c5ccc(OC)c(C(=O)Nc6c(F)cccc6F)c5)nc5ccccn45)n3)c(OC)c2)CC1. As a reaction SMILES: [CH3:36][O:37][c:38]1[c:39]([NH2:40])[cH:41][cH:42][c:43]([CH:45]2[CH2:46][CH2:47][N:48]([CH2:51][CH2:52][CH3:53])[CH2:49][CH2:50]2)[cH:44]1.[CH3:65][O-:66].[CH:71]([OH:72])([CH3:73])[CH3:74].[Cl:1][c:2]1[n:3][cH:4][cH:5][c:6](-[c:8]2[c:9](-[c:17]3[cH:18][cH:19][c:20]([O:34][CH3:35])[c:21]([C:22](=[O:23])[NH:24][c:25]4[c:26]([F:32])[cH:27][cH:28][cH:29][c:30]4[F:31])[cH:33]3)[n:10][c:11]3[n:12]2[cH:13][cH:14][cH:15][cH:16]3)[n:7]1.[Cl:68][CH2:69][Cl:70].[Na+:67].[c:54]1([CH3:55])[cH:56][cH:57][c:58]([S:59]([OH:60])(=[O:61])=[O:62])[cH:63][cH:64]1>>[c:2]1([NH:40][c:39]2[c:38]([O:37][CH3:36])[cH:44][c:43]([CH:45]3[CH2:46][CH2:47][N:48]([CH2:51][CH2:52][CH3:53])[CH2:49][CH2:50]3)[cH:42][cH:41]2)[n:3][cH:4][cH:5][c:6](-[c:8]2[c:9](-[c:17]3[cH:18][cH:19][c:20]([O:34][CH3:35])[c:21]([C:22](=[O:23])[NH:24][c:25]4[c:26]([F:32])[cH:27][cH:28][cH:29][c:30]4[F:31])[cH:33]3)[n:10][c:11]3[n:12]2[cH:13][cH:14][cH:15][cH:16]3)[n:7]1.